Dataset: the Open Reaction Database (ORD), a public repository of structured organic reaction records. Task: describe an organic reaction: reactants, conditions, products, and yield The reactants are CN, CO, CCO, [Na+], CSC(=C[N+](=O)[O-])NCC1CCOC1, [OH-]. Product: CNC(=C[N+](=O)[O-])NCC1CCOC1. As a reaction SMILES: [CH3:15][NH2:16].[CH3:17][OH:18].[CH3:21][CH2:22][OH:23].[Na+:20].[O:1]1[CH2:2][CH:3]([CH2:6][NH:7][C:8](=[CH:9][N+:10](=[O:11])[O-:12])[S:13][CH3:14])[CH2:4][CH2:5]1.[OH-:19]>>[O:1]1[CH2:2][CH:3]([CH2:6][NH:7][C:8](=[CH:9][N+:10](=[O:11])[O-:12])[NH:16][CH3:15])[CH2:4][CH2:5]1. Product: Cl.C(C)N(CCN(C(=O)C1=C(C=2C(N(C(=CC2S1)C)CC(C1=CC=CC=C1)=O)=O)OCC)C)CC (N-[2-(diethylamino)ethyl]-3-ethoxy-N,6-dimethyl-4-oxo-5-(2-oxo-2-phenylethyl)-4,5-dihydrothieno[3,2-c]pyridine-2-carboxamide hydrochloride). Isolated yield 55.8%. Solvent: C(C)(=O)OCC (ethyl acetate). Starting materials: C(C)N(CCN(C(=O)C1=C(C=2C(N(C(=CC2S1)C)CC(C1=CC=CC=C1)=O)=O)OCC)C)CC (N-[2-(diethylamino)ethyl]-3-ethoxy-N,6-dimethyl-4-oxo-5-(2-oxo-2-phenylethyl)-4,5-dihydrothieno[3,2-c]pyridine-2-carboxamide), C(C)OC(C)=O.Cl (hydrogen chloride ethyl acetate). Run at time 15 hour. Procedure details: To a solution of the compound of Example 146 (150 mg, 0.310 mmol) in ethyl acetate (20 mL) was added 4N hydrogen chloride ethyl acetate solution (93.0 μL, 0.372 mmol). The mixture was concentrated under reduced pressure, and the residue was dissolved in ethyl acetate (30 mL) and ethanol (5 mL). Hexane (10 mL) was added, and the mixture was stirred at room temperature for 15 hr. The precipitated solid was collected by filtration, and washed with ethyl acetate to give the title compound (90.0 mg, ... RXN SMILES: [CH2:1]([N:3]([CH2:33][CH3:34])[CH2:4][CH2:5][N:6]([CH3:32])[C:7]([C:9]1[S:17][C:16]2[CH:15]=[C:14]([CH3:18])[N:13]([CH2:19][C:20](=[O:27])[C:21]3[CH:26]=[CH:25][CH:24]=[CH:23][CH:22]=3)[C:12](=[O:28])[C:11]=2[C:10]=1[O:29][CH2:30][CH3:31])=[O:8])[CH3:2].C(OC(=O)C)C.[ClH:41]>C(OCC)(=O)C>[ClH:41].[CH2:33]([N:3]([CH2:1][CH3:2])[CH2:4][CH2:5][N:6]([CH3:32])[C:7]([C:9]1[S:17][C:16]2[CH:15]=[C:14]([CH3:18])[N:13]([CH2:19][C:20](=[O:27])[C:21]3[CH:22]=[CH:23][CH:24]=[CH:25][CH:26]=3)[C:12](=[O:28])[C:11]=2[C:10]=1[O:29][CH2:30][CH3:31])=[O:8])[CH3:34] |f:1.2,4.5|. The reactants are CCOC(CBr)OCC, [Li]CCCC, COc1c(C)cc(C)c2c1C=C1CCCCC12, CCCCCC, CCOCC, [Cl-], [NH4+], C1CCOC1. Yields the product CCOC(CC1C2=C(CCCC2)c2c(C)cc(C)c(OC)c21)OCC. RXN SMILES: [CH2:29]([CH3:30])[O:31][CH:32]([CH2:33][Br:34])[O:35][CH2:36][CH3:37].[CH2:7]([Li:8])[CH2:9][CH2:10][CH3:11].[CH3:12][c:13]1[c:14]2[c:22]([c:23]([O:27][CH3:28])[c:24]([CH3:26])[cH:25]1)[CH:21]=[C:20]1[CH:15]2[CH2:16][CH2:17][CH2:18][CH2:19]1.[CH3:1][CH2:2][CH2:3][CH2:4][CH2:5][CH3:6].[CH3:45][CH2:46][O:47][CH2:48][CH3:49].[Cl-:38].[NH4+:39].[O:40]1[CH2:41][CH2:42][CH2:43][CH2:44]1>>[CH3:12][c:13]1[c:14]2[c:22]([c:23]([O:27][CH3:28])[c:24]([CH3:26])[cH:25]1)[CH:21]([CH2:33][CH:32]([O:31][CH2:29][CH3:30])[O:35][CH2:36][CH3:37])[C:20]1=[C:15]2[CH2:16][CH2:17][CH2:18][CH2:19]1.